This data is from the Open Reaction Database (ORD), a public repository of structured organic reaction records. The task is: describe an organic reaction: reactants, conditions, products, and yield Reactants: CCOC(=O)C=CC1CCC2CC=CC=C2N1C(=O)C(=O)OCC, CCO, [H][H]. Yields the product CCOC(=O)CCC1CCC2CC=CC=C2N1C(=O)C(=O)OCC. Reaction SMILES: [C:1](=[O:2])([C:3](=[O:4])[O:5][CH2:6][CH3:7])[N:8]1[CH:9]([CH:18]=[CH:19][C:20](=[O:21])[O:22][CH2:23][CH3:24])[CH2:10][CH2:11][CH:12]2[CH2:13][CH:14]=[CH:15][CH:16]=[C:17]12.[CH3:27][CH2:28][OH:29].[H:25][H:26]>>[C:1](=[O:2])([C:3](=[O:4])[O:5][CH2:6][CH3:7])[N:8]1[CH:9]([CH2:18][CH2:19][C:20](=[O:21])[O:22][CH2:23][CH3:24])[CH2:10][CH2:11][CH:12]2[CH2:13][CH:14]=[CH:15][CH:16]=[C:17]12.